Dataset: the Open Reaction Database (ORD), a public repository of structured organic reaction records. Task: describe an organic reaction: reactants, conditions, products, and yield Starting materials: CC(C)(C)OC(=O)N1CCC(=O)CC1, CC(=O)O[BH-](OC(C)=O)OC(C)=O, c1ccc2c(c1)CCCN2, CC(=O)O, CC(Cl)Cl, [Na+], [Na+], O=C([O-])O. Product: CC(C)(C)OC(=O)N1CCC(N2CCCc3ccccc32)CC1. As a reaction SMILES: [C:1]([CH3:2])([CH3:3])([CH3:4])[O:5][C:6](=[O:7])[N:8]1[CH2:9][CH2:10][C:11](=[O:14])[CH2:12][CH2:13]1.[C:25]([O:26][BH-:27]([O:28][C:29](=[O:30])[CH3:31])[O:32][C:33](=[O:34])[CH3:35])(=[O:36])[CH3:37].[CH2:15]1[CH2:16][NH:17][c:18]2[cH:19][cH:20][cH:21][cH:22][c:23]2[CH2:24]1.[CH3:48][C:49](=[O:50])[OH:51].[Cl:44][CH:45]([Cl:46])[CH3:47].[Na+:38].[Na+:39].[OH:40][C:41](=[O:42])[O-:43]>>[C:1]([CH3:2])([CH3:3])([CH3:4])[O:5][C:6](=[O:7])[N:8]1[CH2:9][CH2:10][CH:11]([N:17]2[CH2:16][CH2:15][CH2:24][c:23]3[c:18]2[cH:19][cH:20][cH:21][cH:22]3)[CH2:12][CH2:13]1. Starting materials: Cl (HCl), C(C1=CC=CC=C1)(=O)C1=CC2=C(N(C(S2)=O)CCOC2=CC=C(OC(C(=O)OCC)(C)C)C=C2)C=C1 (Ethyl 2-{4-[2-(6-benzoyl-2-oxo-1,3-benzothiazol-3(2H)-yl)ethoxy]phenoxy}-2-methylpropanoate), Cl.CON (O-methylhydroxylamine hydrochloride), ice. Run in N1=CC=CC=C1 (pyridine). Product: CON=C(C1=CC2=C(N(C(S2)=O)CCOC2=CC=C(OC(C(=O)OCC)(C)C)C=C2)C=C1)C1=CC=CC=C1 (Ethyl 2-{4-[2-(6-[(methoxyimino)(phenyl)methyl]-2-oxo-1,3-benzothiazol-3(2H)-yl)ethoxy]phenoxy}-2-methylpropanoate). Reaction SMILES: [C:1]([C:9]1[CH:36]=[CH:35][C:12]2[N:13]([CH2:17][CH2:18][O:19][C:20]3[CH:34]=[CH:33][C:23]([O:24][C:25]([CH3:32])([CH3:31])[C:26]([O:28][CH2:29][CH3:30])=[O:27])=[CH:22][CH:21]=3)[C:14](=[O:16])[S:15][C:11]=2[CH:10]=1)(=O)[C:2]1[CH:7]=[CH:6][CH:5]=[CH:4][CH:3]=1.Cl.[CH3:38][O:39][NH2:40].Cl>N1C=CC=CC=1>[CH3:38][O:39][N:40]=[C:1]([C:2]1[CH:3]=[CH:4][CH:5]=[CH:6][CH:7]=1)[C:9]1[CH:36]=[CH:35][C:12]2[N:13]([CH2:17][CH2:18][O:19][C:20]3[CH:21]=[CH:22][C:23]([O:24][C:25]([CH3:32])([CH3:31])[C:26]([O:28][CH2:29][CH3:30])=[O:27])=[CH:33][CH:34]=3)[C:14](=[O:16])[S:15][C:11]=2[CH:10]=1 |f:1.2|. Procedure: A solution of the compound obtained in Step A (500 mg) and O-methylhydroxylamine hydrochloride (165 mg) in 15 ml of pyridine is heated at reflux for 3 hours. The reaction mixture is hydrolysed using 100 ml of ice-cold water, acidified using 6N HCl and then extracted with ethyl acetate. The organic phase is dried over magnesium sulphate and evaporated to dryness under reduced pressure. The residue is then purified on silica gel, eluant AcOEt/PE 2/8, to yield the title compound in the form of a wh... Reactants: C(C)(C)(C)OC(N[C@@H]1C[C@H](C1)NC=1SC2=C(N1)C=CC=C2)=O (Tert-butyl(trans-3-(benzo[d]thiazol-2-ylamino)cyclobutyl)carbamate), C(C)(C)N(CC)C(C)C (diisopropylethylamine), Cl.N[C@@H]1C[C@H](C1)N1C(N(C=2C1=NC=CC2)C)=O (3-(trans-3-aminocyclobutyl)-1-methyl-1H-imidazo[4,5-b]pyridin-2(3H)-one hydrochloride), ClC1=NC2=C(N1C)C=CC=C2 (2-chloro-1-methyl-1 h-benzoimidazole). The reagents and catalysts are CN(C1=CC=NC=C1)C (4-dimethylaminopyridine). Solvent: CS(=O)C (DMSO). Product: CN1C(N(C2=NC=CC=C21)[C@@H]2C[C@H](C2)NC2=NC1=C(N2C)C=CC=C1)=O (1-methyl-3-(trans-3-((1-methyl-1H-benzo[d]imidazol-2-yl)amino)cyclobutyl)-1H-imidazo[4,5-b]pyridin-2(3H)-one). The yield is 51.2%. RXN SMILES: C(OC(=O)N[C@H]1C[C@H:10]([NH:12][C:13]2S[C:15]3[CH:21]=[CH:20][CH:19]=[CH:18][C:16]=3[N:17]=2)C1)(C)(C)C.Cl.[NH2:24][C@H:25]1[CH2:28][C@H:27]([N:29]2[C:33]3=[N:34][CH:35]=[CH:36][CH:37]=[C:32]3[N:31]([CH3:38])[C:30]2=[O:39])[CH2:26]1.ClC1N(C)C2C=CC=CC=2N=1.C(N(C(C)C)CC)(C)C>CN(C)C1C=CN=CC=1.CS(C)=O>[CH3:38][N:31]1[C:32]2[C:33](=[N:34][CH:35]=[CH:36][CH:37]=2)[N:29]([C@H:27]2[CH2:28][C@H:25]([NH:24][C:13]3[N:12]([CH3:10])[C:15]4[CH:21]=[CH:20][CH:19]=[CH:18][C:16]=4[N:17]=3)[CH2:26]2)[C:30]1=[O:39] |f:1.2|. Procedure details: The title compound was synthesized following the procedure described for INTERMEDIATE 10, using 3-(trans-3-aminocyclobutyl)-1-methyl-1H-imidazo[4,5-b]pyridin-2(3H)-one hydrochloride (0.147 g, 0.577 mmol), 2-chloro-1-methyl-1 h-benzoimidazole (0.096 g, 0.577 mmol), diisopropylethylamine (1 ml, 5.75 mmol) and 4-dimethylaminopyridine (7.05 mg, 0.058 mmol) in DMSO (0.5 mL) and purified by ISCO on silica gel column using 0-80% EtOAc/hexanes to afford 1-methyl-3-(trans-3-((1-methyl-1H-benzo[d]imidazol... The reactants are C(C)(C)(C)C(CNC(=C[N+](=O)[O-])SC)(C1=CC(=CC=C1)C)O[SiH](C)C (1-{[2-(tert.-butyl)dimethylsilyloxy-2-(3-methylphenyl)ethyl]amino}-1-methylthio-2-nitroethene), CN(C)CC1=C(C=C(S1)CSCCN)C (2-{[5-(dimethylamino)methyl-4-methyl-2-thienyl]methylthio}ethylamine). Yields the product C(C)(C)(C)C(CNC(=C[N+](=O)[O-])NCCSCC=1SC(=C(C1)C)CN(C)C)(C1=CC(=CC=C1)C)O[SiH](C)C (N-[2-(tert.-butyl)dimethylsilyloxy-2-(3-methylphenyl)ethyl]-N'-{2-[[5-(dimethylamino)methyl-4-methyl-2-thienyl]methylthio]ethyl}-2-nitro-1,1-ethenediamine). Isolated yield 80.0%. Reaction SMILES: [C:1]([C:5]([O:22][SiH:23]([CH3:25])[CH3:24])([C:15]1[CH:20]=[CH:19][CH:18]=[C:17]([CH3:21])[CH:16]=1)[CH2:6][NH:7][C:8](SC)=[CH:9][N+:10]([O-:12])=[O:11])([CH3:4])([CH3:3])[CH3:2].[CH3:26][N:27]([CH2:29][C:30]1[S:34][C:33]([CH2:35][S:36][CH2:37][CH2:38][NH2:39])=[CH:32][C:31]=1[CH3:40])[CH3:28]>>[C:1]([C:5]([O:22][SiH:23]([CH3:25])[CH3:24])([C:15]1[CH:20]=[CH:19][CH:18]=[C:17]([CH3:21])[CH:16]=1)[CH2:6][NH:7][C:8]([NH:39][CH2:38][CH2:37][S:36][CH2:35][C:33]1[S:34][C:30]([CH2:29][N:27]([CH3:26])[CH3:28])=[C:31]([CH3:40])[CH:32]=1)=[CH:9][N+:10]([O-:12])=[O:11])([CH3:3])([CH3:4])[CH3:2]. Reported procedure: In the same manner as in Example 6-(2), 3.8 g of 1-{[2-(tert.-butyl)dimethylsilyloxy-2-(3-methylphenyl)ethyl]amino}-1-methylthio-2-nitroethene and 2.6 g of 2-{[5-(dimethylamino)methyl-4-methyl-2-thienyl]methylthio}ethylamine were reacted and treated to obtain 4.6 g (yield 87%) of oily N-[2-(tert.-butyl)dimethylsilyloxy-2-(3-methylphenyl)ethyl]-N'-{2-[[5-(dimethylamino)methyl-4-methyl-2-thienyl]methylthio]ethyl}-2-nitro-1,1-ethenediamine.